Dataset: the Open Reaction Database (ORD), a public repository of structured organic reaction records. Task: describe an organic reaction: reactants, conditions, products, and yield Reactants: COC(=O)CBr, Clc1ccccn1. Product: [Br-], COC(=O)C[n+]1ccccc1Cl. RXN SMILES: [Br:8][CH2:9][C:10](=[O:11])[O:12][CH3:13].[Cl:1][c:2]1[cH:3][cH:4][cH:5][cH:6][n:7]1>>[Br-:8].[Cl:1][c:2]1[cH:3][cH:4][cH:5][cH:6][n+:7]1[CH2:9][C:10](=[O:11])[O:12][CH3:13]. Starting materials: COC([C@H]1[C@H](O)[C@@H](SCC2=CC=C(C=C2)OC)CO1)OC (2,5-Anhydro-4-S-[(4-methoxyphenyl)methyl]-4-thio-L-lyxose Dimethyl Acetal), FC(C(=O)O)(F)F (trifluoroacetic acid), O (water). Run in C(Cl)Cl (methylene chloride). Reaction conditions: time 1 hour. Product: COC1=CC=C(C=C1)CS[C@@H]1[C@H]([C@H](C=O)OC1)O (2,5-Anhydro-4-S-[(4-methoxyphenyl)methyl]-4-thio-L-lyxose). The yield is 76.5%. Reaction SMILES: C[O:2][CH:3](OC)[C@@H:4]1[O:19][CH2:18][C@H:7]([S:8][CH2:9][C:10]2[CH:15]=[CH:14][C:13]([O:16][CH3:17])=[CH:12][CH:11]=2)[C@H:5]1[OH:6].FC(F)(F)C(O)=O.O>C(Cl)Cl>[CH3:17][O:16][C:13]1[CH:14]=[CH:15][C:10]([CH2:9][S:8][C@H:7]2[CH2:18][O:19][C@@H:4]([CH:3]=[O:2])[C@@H:5]2[OH:6])=[CH:11][CH:12]=1. Procedure details: To a 0° C. solution of 0.340 g of product from Example 321 in 4 ml of methylene chloride is added a solution of 1 ml of trifluoroacetic acid and 0.266 ml of water. The reaction is stirred at room temperature for 1 hour, concentrated in vacuo, extracted with methylene chloride, neutralized with 1 g of sodium bicarbonate, filtered and concentrated in vacuo to give after chromatography (Silica gel: 50-60% ethyl acetate/hexane) 0.222 g of the desired product. RXN SMILES: [CH2:23]1[CH2:26][CH2:25][CH2:24][O:27]1.[Cl:1][c:2]1[n:3][n:4][c:5]([Cl:22])[c:6](-[c:15]2[cH:16][cH:17][c:18]([Cl:21])[cH:19][cH:20]2)[c:7]1-[c:8]1[cH:9][cH:10][c:11]([Cl:14])[cH:12][cH:13]1>>[Cl:1][c:2]1[n:3][n:4][c:5]([OH:27])[c:6](-[c:15]2[cH:16][cH:17][c:18]([Cl:21])[cH:19][cH:20]2)[c:7]1-[c:8]1[cH:9][cH:10][c:11]([Cl:14])[cH:12][cH:13]1. The reactants are C1CCOC1, Clc1ccc(-c2c(Cl)nnc(Cl)c2-c2ccc(Cl)cc2)cc1. Yields the product Oc1nnc(Cl)c(-c2ccc(Cl)cc2)c1-c1ccc(Cl)cc1. Reactants: ClC1=NC=C(C=C1)[N+](=O)[O-] (2-chloro-5-nitropyridine), C(C)(C)(C)OC(=O)N1C[C@H](NCC1)C ((R)-3-methyl-piperazine-1-carboxylic acid tert-butyl ester), C([O-])([O-])=O.[K+].[K+] (potassium carbonate). Run in CS(=O)C (DMSO). Conditions: temperature 100 celsius. Product: C(C)(C)(C)OC(=O)N1C[C@H](N(CC1)C1=NC=C(C=C1)[N+](=O)[O-])C ((R)-3-Methyl-4-(5-nitro-pyridin-2-yl)-piperazine-1-carboxylic acid tert-butyl ester). RXN SMILES: Cl[C:2]1[CH:7]=[CH:6][C:5]([N+:8]([O-:10])=[O:9])=[CH:4][N:3]=1.[C:11]([O:15][C:16]([N:18]1[CH2:23][CH2:22][NH:21][C@H:20]([CH3:24])[CH2:19]1)=[O:17])([CH3:14])([CH3:13])[CH3:12].C(=O)([O-])[O-].[K+].[K+]>CS(C)=O>[C:11]([O:15][C:16]([N:18]1[CH2:23][CH2:22][N:21]([C:2]2[CH:7]=[CH:6][C:5]([N+:8]([O-:10])=[O:9])=[CH:4][N:3]=2)[C@H:20]([CH3:24])[CH2:19]1)=[O:17])([CH3:14])([CH3:12])[CH3:13] |f:2.3.4|. Procedure details: A mixture of 2-chloro-5-nitropyridine (1.0 g, 6.3 mmol), (R)-3-methyl-piperazine-1-carboxylic acid tert-butyl ester (1.4 g, 6.9 mmol) and potassium carbonate (1.308 g, 9.46 mmol) in DMSO (20 mL) was heated at 100° C. overnight. The reaction mixture was cooled to RT, and filtered through a pad of silica gel, eluted with EtOAc (150 mL). The filtrate was washed with water (2×20 mL) and brine (20 mL), dried over sodium sulfate, filtered and concentrated to give a brownish oil which was purified by s... Reactants: O (water), S(N)(O)(=O)=O.OC[C@]1(O)[C@@H](O)[C@H](O)[C@H](O)CO1 (β-D-fructopyranose sulfamate), 4,5-di-O-isopropylidene-β-fructopyranose, [H-].[Na+] (sodium hydride), S(N)(=O)(=O)Cl (sulfamoyl chloride). Solvent: CN(C)C=O (DMF). Conditions: time 90 minute. The product is CC1(O[C@@H]2CO[C@@]3([C@H]([C@@H]2O1)OC(O3)(C)C)COS(=O)(=O)N)C (2,3:4,5-Bis-O-(1-methylethylidene)-β-D-fructopyranose sulfamate). RXN SMILES: [H-].[Na+].S(Cl)(=O)(=O)N.O.[S:9](=[O:13])(=[O:12])([OH:11])[NH2:10].O[CH2:15][C@:16]1([O:25][CH2:24][C@@H:22]([OH:23])[C@@H:20]([OH:21])[C@@H:18]1[OH:19])[OH:17]>CN(C=O)C>[CH3:15][C:16]1([CH3:18])[O:21][C@@H:20]2[C@@H:22]([CH2:24][O:25][C@@:16]3([CH2:15][O:12][S:9]([NH2:10])(=[O:11])=[O:13])[O:17][C:22]([CH3:24])([CH3:20])[O:19][C@H:18]32)[O:23]1 |f:0.1,4.5|. Procedure details: To a cold solution (-4° C.) of 2,3:4,5-di-O-isopropylidene-β-fructopyranose (75 g, 0.29 mol) in DMF (725 ml) was added 50% oily sodium hydride (16.34 g, 0.34 mol as NaH). After stirring for 90 min, sulfamoyl chloride (54.9 g, 0.48 mol) was added and the stirring continued for an additional 3.5 hr at that temperature. The reaction mixture was poured into cold water and extracted with toluene. The organic layer was dried (Na2SO4) and the solvents removed under vacuum to give a syrup which crystall... The reactants are Cl.N12C[C@@H](C(CC1)CC2)NC(=O)C=2SC1=C(C2)C=CC=C1Br (N-[(3R)-1-azabicyclo[2.2.2]oct-3-yl]-7-bromo-1-benzothiophene-2-carboxamide hydrochloride), OCC1=C(C=CC=C1)B(O)O (2-(hydroxymethyl)phenylboronic acid), C([O-])([O-])=O.[Na+].[Na+] (sodium carbonate). Reagents/catalysts: C1=CC=C(C=C1)P([C-]2C=CC=C2)C3=CC=CC=C3.C1=CC=C(C=C1)P([C-]2C=CC=C2)C3=CC=CC=C3.Cl[Pd]Cl.[Fe+2] (PdCl2(dppf)). The solvent is CN(C)C=O (DMF). Run at temperature 80 celsius, time 18 hour. Product: Cl.N12C[C@@H](C(CC1)CC2)NC(=O)C=2SC1=C(C2)C=CC=C1C1=C(C=CC=C1)CO (N-[(3R)-1-Azabicyclo[2.2.2]oct-3-yl]-7-[2-(hydroxymethyl)phenyl]-1-benzothiophene-2-carboxamide hydrochloride). As a reaction SMILES: [ClH:1].[N:2]12[CH2:9][CH2:8][CH:5]([CH2:6][CH2:7]1)[C@@H:4]([NH:10][C:11]([C:13]1[S:14][C:15]3[C:21](Br)=[CH:20][CH:19]=[CH:18][C:16]=3[CH:17]=1)=[O:12])[CH2:3]2.[OH:23][CH2:24][C:25]1[CH:30]=[CH:29][CH:28]=[CH:27][C:26]=1B(O)O.C(=O)([O-])[O-].[Na+].[Na+]>C1C=CC(P(C2C=CC=CC=2)[C-]2C=CC=C2)=CC=1.C1C=CC(P(C2C=CC=CC=2)[C-]2C=CC=C2)=CC=1.Cl[Pd]Cl.[Fe+2].CN(C=O)C>[ClH:1].[N:2]12[CH2:9][CH2:8][CH:5]([CH2:6][CH2:7]1)[C@@H:4]([NH:10][C:11]([C:13]1[S:14][C:15]3[C:21]([C:26]4[CH:27]=[CH:28][CH:29]=[CH:30][C:25]=4[CH2:24][OH:23])=[CH:20][CH:19]=[CH:18][C:16]=3[CH:17]=1)=[O:12])[CH2:3]2 |f:0.1,3.4.5,6.7.8.9,11.12|. Reported procedure: 200 mg (0.45 mmol) of N-[(3R)-1-azabicyclo[2.2.2]oct-3-yl]-7-bromo-1-benzothiophene-2-carboxamide hydrochloride (Example 8A) and 67.9 mg (0.45 mmol) of 2-(hydroxymethyl)phenylboronic acid are introduced into 2 ml of DMF. Addition of 0.67 ml of 2 M sodium carbonate solution and 18.2 mg (0.02 mmol) of PdCl2(dppf) is followed by heating at 80° C. After 18 h, the reaction mixture is filtered through kieselguhr and purified by separation by preparative HPLC. The product fractions are concentrated and...